From a dataset of the Open Reaction Database (ORD), a public repository of structured organic reaction records. describe an organic reaction: reactants, conditions, products, and yield Starting materials: CS(=O)(=O)OC1=C2CCC(NC2=CC=C1)=O (5-methanesulfonyloxy-3,4-dihydrocarbostyril), [BH4-].[Na+] (NaBH4), C(C)(=O)O (acetic acid). Run in O1CCOCC1 (dioxane). Yields the product CS(=O)(=O)OC1=C2CCCNC2=CC=C1 (5-methanesulfonyloxy-1,2,3,4-tetrahydroquinoline). The yield is 44.8%. As a reaction SMILES: [CH3:1][S:2]([O:5][C:6]1[CH:15]=[CH:14][CH:13]=[C:12]2[C:7]=1[CH2:8][CH2:9][C:10](=O)[NH:11]2)(=[O:4])=[O:3].[BH4-].[Na+].C(O)(=O)C>O1CCOCC1>[CH3:1][S:2]([O:5][C:6]1[CH:15]=[CH:14][CH:13]=[C:12]2[C:7]=1[CH2:8][CH2:9][CH2:10][NH:11]2)(=[O:3])=[O:4] |f:1.2|. Reported procedure: 4.5 g of 5-methanesulfonyloxy-3,4-dihydrocarbostyril was suspended in 90 ml of dioxane and 35 g of NaBH4 was added to the suspension then 5.3 ml of acetic acid was added dropwise to the mixture. After heat-refluxing the resulting mixture for 1 hour the solvent was removed under reduced pressure. A saturated aqueous solution of sodium bicarbonate was added to the residue to form precipitates which were filtered and washed with chloroform. The filtrate was extracted with chloroform and the chlorof... The reactants are C(C)(C)(C)C1=CC=C(C(=O)NC2=C(C(=O)NC3=CC=C(C=C3)OC)C=CC(=C2)N)C=C1 (2-(4-tert-butylbenzoylamino)-4-amino-N-(4-methoxyphenyl)benzamide), C(C)(=O)Cl (acetyl chloride). Product: C(C)(C)(C)C1=CC=C(C(=O)NC2=C(C(=O)NC3=CC=C(C=C3)OC)C=CC(=C2)NC(C)=O)C=C1 (2-(4-tert-Butylbenzoylamino)-4-acetamido-N-(4-methoxyphenyl)benzamide). Yield: 72.0%. Reaction SMILES: [C:1]([C:5]1[CH:31]=[CH:30][C:8]([C:9]([NH:11][C:12]2[CH:28]=[C:27]([NH2:29])[CH:26]=[CH:25][C:13]=2[C:14]([NH:16][C:17]2[CH:22]=[CH:21][C:20]([O:23][CH3:24])=[CH:19][CH:18]=2)=[O:15])=[O:10])=[CH:7][CH:6]=1)([CH3:4])([CH3:3])[CH3:2].[C:32](Cl)(=[O:34])[CH3:33]>>[C:1]([C:5]1[CH:31]=[CH:30][C:8]([C:9]([NH:11][C:12]2[CH:28]=[C:27]([NH:29][C:32](=[O:34])[CH3:33])[CH:26]=[CH:25][C:13]=2[C:14]([NH:16][C:17]2[CH:22]=[CH:21][C:20]([O:23][CH3:24])=[CH:19][CH:18]=2)=[O:15])=[O:10])=[CH:7][CH:6]=1)([CH3:4])([CH3:2])[CH3:3]. Procedure details: Using the procedure described in Example 59, Part E, 2-(4-tert-butylbenzoylamino)-4-amino-N-(4-methoxyphenyl)benzamide (100 mg, 0.25 mmol) was reacted with acetyl chloride to yield 82 mg (72%) of the title compound. Starting materials: CCCCCCCCCCCCCCCCSCC(COC(c1ccccc1)(c1ccccc1)c1ccccc1)OC, CCCCCCCCCCCCCCCCSCC(O)COC(c1ccccc1)(c1ccccc1)c1ccccc1. Yields the product CCCCCCCCCCCCCCCCSCC(COC(c1ccccc1)(c1ccccc1)c1ccccc1)OCC. RXN SMILES: [CH2:1]([CH2:2][CH2:3][CH2:4][CH2:5][CH2:6][CH2:7][CH2:8][CH2:9][CH2:10][CH2:11][CH2:12][CH2:13][CH2:14][CH2:15][CH3:16])[S:17][CH2:18][CH:19]([O:20][CH3:21])[CH2:22][O:23][C:24]([c:25]1[cH:26][cH:27][cH:28][cH:29][cH:30]1)([c:31]1[cH:32][cH:33][cH:34][cH:35][cH:36]1)[c:37]1[cH:38][cH:39][cH:40][cH:41][cH:42]1.[CH2:43]([S:44][CH2:45][CH:46]([CH2:47][O:48][C:49]([c:50]1[cH:51][cH:52][cH:53][cH:54][cH:55]1)([c:56]1[cH:57][cH:58][cH:59][cH:60][cH:61]1)[c:62]1[cH:63][cH:64][cH:65][cH:66][cH:67]1)[OH:68])[CH2:69][CH2:70][CH2:71][CH2:72][CH2:73][CH2:74][CH2:75][CH2:76][CH2:77][CH2:78][CH2:79][CH2:80][CH2:81][CH2:82][CH3:83]>>[CH2:1]([CH2:2][CH2:3][CH2:4][CH2:5][CH2:6][CH2:7][CH2:8][CH2:9][CH2:10][CH2:11][CH2:12][CH2:13][CH2:14][CH2:15][CH3:16])[S:17][CH2:18][CH:19]([O:20][CH2:21][CH3:43])[CH2:22][O:23][C:24]([c:25]1[cH:26][cH:27][cH:28][cH:29][cH:30]1)([c:31]1[cH:32][cH:33][cH:34][cH:35][cH:36]1)[c:37]1[cH:38][cH:39][cH:40][cH:41][cH:42]1. The reactants are CCc1ccc(Cc2cc3c(cc2Cl)C(O)CC32OC(COCc3ccccc3)C(OCc3ccccc3)C(OCc3ccccc3)C2OCc2ccccc2)cc1, CCN(CC)S(F)(F)F, ClCCl. Yields the product CCc1ccc(Cc2cc3c(cc2Cl)C(F)CC32OC(COCc3ccccc3)C(OCc3ccccc3)C(OCc3ccccc3)C2OCc2ccccc2)cc1. As a reaction SMILES: [CH2:1]([c:2]1[cH:3][cH:4][cH:5][cH:6][cH:7]1)[O:8][CH:9]1[CH:10]([O:51][CH2:52][c:53]2[cH:54][cH:55][cH:56][cH:57][cH:58]2)[CH:11]([O:43][CH2:44][c:45]2[cH:46][cH:47][cH:48][cH:49][cH:50]2)[CH:12]([CH2:34][O:35][CH2:36][c:37]2[cH:38][cH:39][cH:40][cH:41][cH:42]2)[O:13][C:14]12[CH2:15][CH:16]([OH:33])[c:17]1[cH:18][c:19]([Cl:32])[c:20]([CH2:23][c:24]3[cH:25][cH:26][c:27]([CH2:30][CH3:31])[cH:28][cH:29]3)[cH:21][c:22]12.[CH2:59]([N:60]([S:61]([F:62])([F:63])[F:65])[CH2:64][CH3:66])[CH3:67].[Cl:68][CH2:69][Cl:70]>>[CH2:1]([c:2]1[cH:3][cH:4][cH:5][cH:6][cH:7]1)[O:8][CH:9]1[CH:10]([O:51][CH2:52][c:53]2[cH:54][cH:55][cH:56][cH:57][cH:58]2)[CH:11]([O:43][CH2:44][c:45]2[cH:46][cH:47][cH:48][cH:49][cH:50]2)[CH:12]([CH2:34][O:35][CH2:36][c:37]2[cH:38][cH:39][cH:40][cH:41][cH:42]2)[O:13][C:14]12[CH2:15][CH:16]([F:65])[c:17]1[cH:18][c:19]([Cl:32])[c:20]([CH2:23][c:24]3[cH:25][cH:26][c:27]([CH2:30][CH3:31])[cH:28][cH:29]3)[cH:21][c:22]12. Starting materials: Cl (hydrochloric acid), N1=CC=CC=C1 (pyridine), CS(=O)(=O)Cl (methanesulphonyl chloride), NC1=CC=C(CCO)C=C1 (4-Aminophenethyl alcohol). The solvent is ClCCl (dichloromethane). Reaction conditions: time 2 hour. Yields the product CS(=O)(=O)OCCC1=CC=C(C=C1)NS(=O)(=O)C (4-Methanesulphonamidophenethyl methanesulphonate). Isolated yield 29.4%. RXN SMILES: [NH2:1][C:2]1[CH:10]=[CH:9][C:5]([CH2:6][CH2:7][OH:8])=[CH:4][CH:3]=1.N1C=CC=CC=1.[CH3:17][S:18](Cl)(=[O:20])=[O:19].Cl>ClCCl>[CH3:17][S:18]([O:8][CH2:7][CH2:6][C:5]1[CH:9]=[CH:10][C:2]([NH:1][S:18]([CH3:17])(=[O:20])=[O:19])=[CH:3][CH:4]=1)(=[O:20])=[O:19]. Reported procedure: 4-Aminophenethyl alcohol (2.74 g) was dissolved in dichloromethane (10 ml) and pyridine (5 ml) and then methanesulphonyl chloride (2×2.52 g) was added in 2 portions one hour apart, with stirring at 0°. After a further 2 hours, the mixture was acidified (to pH about 2) with 2N aqueous hydrochloric acid. The title compound (4.85 g) was filtered from the two-phase mixture. The organic layer plus a further dichloromethane extract of the aqueous layer yielded a further 0.95 g product after drying (so... Starting materials: CC(=O)O[BH-](OC(C)=O)OC(C)=O, O=C([O-])O, CC(=O)O, CC=O, [Na+], [Na+], C1CCOC1, Oc1ccc(CCNc2ccccc2CC2CCc3cc(O)ccc3C2)cc1. The product is CCN(CCc1ccc(O)cc1)c1ccccc1CC1CCc2cc(O)ccc2C1. As a reaction SMILES: [C:29]([CH3:30])([O:31][BH-:32]([O:33][C:34](=[O:35])[CH3:36])[O:37][C:38](=[O:39])[CH3:40])=[O:41].[C:46](=[O:47])([OH:48])[O-:49].[CH3:56][C:57](=[O:58])[OH:59].[CH:43](=[O:44])[CH3:45].[Na+:42].[Na+:50].[O:51]1[CH2:52][CH2:53][CH2:54][CH2:55]1.[OH:1][c:2]1[cH:3][cH:4][c:5]([CH2:8][CH2:9][NH:10][c:11]2[c:12]([CH2:13][CH:14]3[CH2:15][c:16]4[cH:17][cH:18][c:19]([OH:24])[cH:20][c:21]4[CH2:22][CH2:23]3)[cH:25][cH:26][cH:27][cH:28]2)[cH:6][cH:7]1>>[OH:1][c:2]1[cH:3][cH:4][c:5]([CH2:8][CH2:9][N:10]([c:11]2[c:12]([CH2:13][CH:14]3[CH2:15][c:16]4[cH:17][cH:18][c:19]([OH:24])[cH:20][c:21]4[CH2:22][CH2:23]3)[cH:25][cH:26][cH:27][cH:28]2)[CH2:29][CH3:30])[cH:6][cH:7]1.